This data is from the Open Reaction Database (ORD), a public repository of structured organic reaction records. The task is: describe an organic reaction: reactants, conditions, products, and yield The reactants are FC=1C=C(OCC(CNC(OCC2=CC=CC=C2)=O)N2C(C3=CC=CC=C3C2=O)=O)C=CC1F (rac-Benzyl [3-(3,4-difluorophenoxy)-2-(1,3-dioxo-1,3-dihydro-2H-isoindol-2-yl)propyl]carbamate), CN (methylamine). Run in C(C)O (ethanol). Run at temperature 60 celsius, time 4.5 hour. Product: NC(CNC(OCC1=CC=CC=C1)=O)COC1=CC(=C(C=C1)F)F (rac-Benzyl [2-amino-3-(3,4-difluorophenoxy)propyl]carbamate). As a reaction SMILES: [F:1][C:2]1[CH:3]=[C:4]([CH:31]=[CH:32][C:33]=1[F:34])[O:5][CH2:6][CH:7]([N:20]1C(=O)C2C(=CC=CC=2)C1=O)[CH2:8][NH:9][C:10](=[O:19])[O:11][CH2:12][C:13]1[CH:18]=[CH:17][CH:16]=[CH:15][CH:14]=1.CN>C(O)C>[NH2:20][CH:7]([CH2:6][O:5][C:4]1[CH:31]=[CH:32][C:33]([F:34])=[C:2]([F:1])[CH:3]=1)[CH2:8][NH:9][C:10](=[O:19])[O:11][CH2:12][C:13]1[CH:14]=[CH:15][CH:16]=[CH:17][CH:18]=1. Procedure details: 1.8 g of rac-benzyl [3-(3,4-difluorophenoxy)-2-(1,3-dioxo-1,3-dihydro-2H-isoindol-2-yl)propyl]-carbamate (Example 139A) were dissolved in 25 ml of ethanol, 4.8 ml of 40% strength aqueous methylamine solution (56 mmol, 15 equivalents) were added and the mixture was stirred at 60° C. for 4.5 h. The reaction mixture was concentrated and the residue was then chromatographed on silica gel (Biotage Isolera; mobile phase: dichloromethane/methanol gradient). This gave 600 mg (45% of theory; purity 93%) ... Starting materials: C=1(C(=CC=CC1)C(=O)Cl)C (o-toluoyl chloride), N (ammonia), o-Toluoyl chlorides, [N+](=O)([O-])C1=C(C(=CC(=C1Cl)[N+](=O)[O-])C)C(=O)O (3,5-dinitro-4-chloro-o-toluic acid), P(Cl)(Cl)(Cl)(Cl)Cl (phosphorus pentachloride). Run in CC(=O)C (acetone). Yields the product [N+](=O)([O-])C1=C(C(=CC(=C1Cl)[N+](=O)[O-])C)C(=O)N (3,5-dinitro-4-chloro-o-toluamide). As a reaction SMILES: [N+:1]([C:4]1[C:9]([Cl:10])=[C:8]([N+:11]([O-:13])=[O:12])[CH:7]=[C:6]([CH3:14])[C:5]=1[C:15]([OH:17])=O)([O-:3])=[O:2].P(Cl)(Cl)(Cl)(Cl)Cl.C1(C)C(C(Cl)=O)=CC=CC=1.[NH3:34]>CC(C)=O>[N+:1]([C:4]1[C:9]([Cl:10])=[C:8]([N+:11]([O-:13])=[O:12])[CH:7]=[C:6]([CH3:14])[C:5]=1[C:15]([NH2:34])=[O:17])([O-:3])=[O:2]. Reported procedure: o-Toluoyl chlorides may be prepared by reacting 3,5-dinitro-4-chloro-o-toluic acid with phosphorus pentachloride. The resulting o-toluoyl chloride is then treated with ammonia in cold acetone to yield the corresponding 3,5-dinitro-4-chloro-o-toluamide which is converted to the corresponding nitrile by reaction with phosphorus pentoxide or preferably with POCl3. Reactants: Cl.NCC(=O)N[C@@H](CC1CCCCC1)C(=O)NCCCCCC(=O)OC (glycyl-3-cyclohexyl-N-(6-methoxy-6-oxohexyl)-L-alaninamide, monohydrochloride), C(C)(C)(C)OC(=O)NC(CC1=C(C=C(C=C1C)O)C)C(=O)N[C@H](C)C(=O)OC (t-butoxycarbonyl-2,6-dimethyl-D,L-tyrosyl-D-alanine, methyl ester). Yields the product C(C)(C)(C)OC(=O)N[C@@H](CC1=C(C=C(C=C1C)O)C)C(=O)N[C@H](C)C(=O)NCC(=O)N[C@@H](CC1CCCCC1)C(=O)NCCCCCC(=O)OC (t-butoxycarbonyl-2,6-dimethyltyrosyl-D-alanylglycyl-3-cyclohexyl-N-(6-methoxy-6-oxohexyl)-L-alaninamide). RXN SMILES: Cl.[NH2:2][CH2:3][C:4]([NH:6][C@H:7]([C:15]([NH:17][CH2:18][CH2:19][CH2:20][CH2:21][CH2:22][C:23]([O:25][CH3:26])=[O:24])=[O:16])[CH2:8][CH:9]1[CH2:14][CH2:13][CH2:12][CH2:11][CH2:10]1)=[O:5].[C:27]([O:31][C:32]([NH:34][CH:35]([C:46]([NH:48][C@@H:49]([C:51](OC)=[O:52])[CH3:50])=[O:47])[CH2:36][C:37]1[C:42]([CH3:43])=[CH:41][C:40]([OH:44])=[CH:39][C:38]=1[CH3:45])=[O:33])([CH3:30])([CH3:29])[CH3:28]>>[C:27]([O:31][C:32]([NH:34][C@H:35]([C:46]([NH:48][C@@H:49]([C:51]([NH:2][CH2:3][C:4]([NH:6][C@H:7]([C:15]([NH:17][CH2:18][CH2:19][CH2:20][CH2:21][CH2:22][C:23]([O:25][CH3:26])=[O:24])=[O:16])[CH2:8][CH:9]1[CH2:14][CH2:13][CH2:12][CH2:11][CH2:10]1)=[O:5])=[O:52])[CH3:50])=[O:47])[CH2:36][C:37]1[C:42]([CH3:43])=[CH:41][C:40]([OH:44])=[CH:39][C:38]=1[CH3:45])=[O:33])([CH3:28])([CH3:29])[CH3:30] |f:0.1|. Procedure details: The title compound is prepared by the method of Example 1 from the title product of Example 121 and the fast diastereomer (D) of Example 114. Starting materials: C(C)OC(COC1=C(C=C(C=C1)SCC1=COC(=C1)C1=CC=C(C=C1)C(F)(F)F)C)=O (ethyl{2-methyl-4-[({5-[4-(trifluoromethyl)phenyl]-3-furyl}methyl)thio]phenoxy}acetate), FC1=C(C=CC(=C1F)C(F)(F)F)C1=CC(=C(S1)CO)C ({5-[2,3-difluoro-4-(trifluoromethyl)phenyl]-3-methylthien-2-yl}methanol), FC1=C(C=CC(=C1F)C(F)(F)F)C1=CC(=C(S1)CO)C ({5-[2,3-difluoro-4-(trifluoromethyl)phenyl]-3-methylthien-2-yl}methanol), C(C)OC(COC1=C(C=C(C=C1)O)C)=O (ethyl(4-hydroxy-2-methylphenoxy)acetate), C(C)OC(COC1=C(C=C(C=C1)O)C)=O (ethyl(4-hydroxy-2-methylphenoxy)acetate). Product: C(C)OC(COC1=C(C=C(C=C1)OCC=1SC(=CC1C)C1=C(C(=C(C=C1)C(F)(F)F)F)F)C)=O (ethyl[4-({5-[2,3-difluoro-4-(trifluoromethyl)phenyl]-3-methylthien-2-yl}methoxy)-2-methylphenoxy]acetate). As a reaction SMILES: C(OC(=O)COC1C=CC(SCC2C=C(C3C=CC(C(F)(F)F)=CC=3)OC=2)=CC=1C)C.[CH2:32]([O:34][C:35](=[O:46])[CH2:36][O:37][C:38]1[CH:43]=[CH:42][C:41]([OH:44])=[CH:40][C:39]=1[CH3:45])[CH3:33].[F:47][C:48]1[C:53]([F:54])=[C:52]([C:55]([F:58])([F:57])[F:56])[CH:51]=[CH:50][C:49]=1[C:59]1[S:63][C:62]([CH2:64]O)=[C:61]([CH3:66])[CH:60]=1>>[CH2:32]([O:34][C:35](=[O:46])[CH2:36][O:37][C:38]1[CH:43]=[CH:42][C:41]([O:44][CH2:64][C:62]2[S:63][C:59]([C:49]3[CH:50]=[CH:51][C:52]([C:55]([F:56])([F:57])[F:58])=[C:53]([F:54])[C:48]=3[F:47])=[CH:60][C:61]=2[CH3:66])=[CH:40][C:39]=1[CH3:45])[CH3:33]. Procedure: The title compound was prepared by a method analogous to that used for the preparation of ethyl{2-methyl-4-[({5-[4-(trifluoromethyl)phenyl]-3-furyl}methyl)thio]phenoxy}acetate (example 1) using ethyl(4-hydroxy-2-methylphenoxy)acetate (intermediate 7) and {5-[2,3-difluoro-4-(trifluoromethyl)phenyl]-3-methylthien-2-yl}methanol (intermediate 122).